Dataset: the Open Reaction Database (ORD), a public repository of structured organic reaction records. Task: describe an organic reaction: reactants, conditions, products, and yield Conditions: time 3 hour. Procedure: 316.5 mg (7.9 mmol) of sodium hydroxide were added to a solution of 192.5 mg (0.79 mmol) of (+/−)-methyl(4-cyanophenyl)(cyclopentyl)acetate in 1.7 ml of THF/methanol (1:1), and the mixture was stirred at RT for 3 h. The reaction mixture was then poured into water, neutralized with 1 N hydrochloric acid and extracted with ethyl acetate. The organic phase was dried over magnesium sulphate and concentrated. This gave 125.6 mg (69% of theory) of the title compound. Yields the product C(#N)C1=CC=C(C=C1)C(C(=O)O)C1CCCC1 ((+/−)-(4-Cyanophenyl)(cyclopentyl)acetic acid). The solvent is C1CCOC1.CO (THF methanol). Reaction SMILES: [OH-].[Na+].C[C:4]([C:13]1[CH:18]=[CH:17][C:16]([C:19]#[N:20])=[CH:15][CH:14]=1)([CH:8]1[CH2:12][CH2:11][CH2:10][CH2:9]1)[C:5]([O-:7])=[O:6].O.Cl>C1COCC1.CO>[C:19]([C:16]1[CH:15]=[CH:14][C:13]([CH:4]([CH:8]2[CH2:12][CH2:11][CH2:10][CH2:9]2)[C:5]([OH:7])=[O:6])=[CH:18][CH:17]=1)#[N:20] |f:0.1,5.6|. Starting materials: Cl (hydrochloric acid), [OH-].[Na+] (sodium hydroxide), CC(C(=O)[O-])(C1CCCC1)C1=CC=C(C=C1)C#N ((+/−)-methyl(4-cyanophenyl)(cyclopentyl)acetate), O (water). Starting materials: C(C1=CC=CC=C1)(=O)N[C@H](C(=O)N(CC(=O)N[C@@H](CC(=O)O)C(=O)C=1OC=C(N1)C1=C(C=CC=C1Cl)Cl)CC1=CC=CC=C1)C(C)C (3(S)-(2-((2(S)-Benzoylamino-3-methylbutyryl)benzylamino)acetylamino)-4-(4-(2,6-dichlorophenyl)-oxazol-2-yl)-4-oxobutyric Acid), C(C)(C)(C)OC(C([C@@H](C(O)C=1OC2=C(N1)C(=CC(=C2)Cl)Cl)C(=O)OCC=C)N)=O (3(S)-(Allyloxycarbonyl)-amino-4-(4,6-dichorobenzoxazol-2-yl)-4-hydroxy-butyric Acid tert-Butyl Ester), C(C)(C)(C)OC(C[C@@H](C(O)C=1OC=C(N1)C1=C(C=CC=C1Cl)Cl)NC(CN(CC1=CC=CC=C1)C([C@H](C(C)C)NC(C1=CC=CC=C1)=O)=O)=O)=O (3(S)-(2-((2(S)-Benzoylamino-3-methylbutyryl)benzylamino)acetylamino)-4-(4-(2,6-dichlorophenyl)-oxazol-2-yl)-4-hydroxybutyric Acid tert-Butyl Ester), N1=CC(=CC=C1)C=O (3-pyridinecarboxaldehyde), C(C)OC(CNCC1=CC=CC=C1)=O (N-Benzylglycine Ethyl Ester). Yields the product C(C1=CC=CC=C1)(=O)N[C@H](C(=O)N(CC(=O)N[C@@H](CC(=O)O)C(=O)C=1OC2=C(N1)C(=CC(=C2)Cl)Cl)CC=2C=NC=CC2)C(C)C (3(S)-(2-((2(S)-Benzoylamino-3-methylbutyryl)-3-picolylamino)acetyl-amino)-4-(4,6-dichlorobenzoxazol-2-yl)-4-oxobutyric Acid). As a reaction SMILES: [C:1]([NH:9][C@@H:10]([CH:45]([CH3:47])[CH3:46])[C:11]([N:13]([CH2:38][C:39]1[CH:44]=C[CH:42]=[CH:41][CH:40]=1)[CH2:14][C:15]([NH:17][C@H:18]([C:23]([C:25]1[O:26]C=C(C2C(Cl)=CC=CC=2Cl)[N:29]=1)=[O:24])[CH2:19][C:20]([OH:22])=[O:21])=[O:16])=[O:12])(=[O:8])[C:2]1[CH:7]=[CH:6][CH:5]=[CH:4][CH:3]=1.[N:48]1C=CC=C(C=O)C=1.C(OC(=O)CNCC1C=CC=CC=1)C.C(OC(=O)C(N)[C@H](C(OCC=C)=O)C(C1O[C:82]2[CH:88]=[C:87]([Cl:89])[CH:86]=[C:85]([Cl:90])[C:83]=2N=1)O)(C)(C)C.C(OC(=O)C[C@H](NC(=O)CN(C(=O)[C@@H](NC(=O)C1C=CC=CC=1)C(C)C)CC1C=CC=CC=1)C(C1OC=C(C2C(Cl)=CC=CC=2Cl)N=1)O)(C)(C)C>>[C:1]([NH:9][C@@H:10]([CH:45]([CH3:46])[CH3:47])[C:11]([N:13]([CH2:38][C:39]1[CH:44]=[N:48][CH:42]=[CH:41][CH:40]=1)[CH2:14][C:15]([NH:17][C@H:18]([C:23]([C:25]1[O:26][C:82]2[CH:88]=[C:87]([Cl:89])[CH:86]=[C:85]([Cl:90])[C:83]=2[N:29]=1)=[O:24])[CH2:19][C:20]([OH:22])=[O:21])=[O:16])=[O:12])(=[O:8])[C:2]1[CH:7]=[CH:6][CH:5]=[CH:4][CH:3]=1. Reported procedure: Compound 720 was prepared by a method similar to the method used to prepare compound 710, except replacing benzaldehyde with 3-pyridinecarboxaldehyde in the preparation of 701 and replacing compound 707 with compound 718 in the preparation of 708: 1H NMR (500 MHz, CD3OD) δ 8.88-8.44 (m), 8.42-8.20 (m), 7.91-7.58 (m), 7.55-7.30 (m), 5.51 (m), 4.72-4.11 (m), 3.92-3.52 (m), 3.26-2.92 (m), 2.72-2.51 (m), 2.32-1.91 (m), 1.46-1.21 (m), 1.11-0.68 (m). ##STR99## The yield is 84.7%. The solvent is CN(C=O)C (dimethyiformamide). Reaction SMILES: [OH:1][CH2:2][C@H:3]1[O:7][C:6](=[O:8])[CH2:5][CH2:4]1.N1C=CN=C1.Cl[Si:15]([C:18]([CH3:21])([CH3:20])[CH3:19])([CH3:17])[CH3:16].C(O)(=O)CC(CC(O)=O)(C(O)=O)O>CN(C)C=O>[Si:15]([O:1][CH2:2][C@H:3]1[O:7][C:6](=[O:8])[CH2:5][CH2:4]1)([C:18]([CH3:21])([CH3:20])[CH3:19])([CH3:17])[CH3:16]. Yields the product [Si](C)(C)(C(C)(C)C)OC[C@@H]1CCC(O1)=O ((5S)-5-((t-Butyldimethylsilyloxy)methyl)dihydrofuran-2(3H)-one). Reactants: OC[C@@H]1CCC(O1)=O ((5S)-dihydro-5-(hydroxymethyl)furan-2(3H)-one), N1C=NC=C1 (imidazole), Cl[Si](C)(C)C(C)(C)C (chloro-t-butyldimethylsilane), C(CC(O)(C(=O)O)CC(=O)O)(=O)O (citric acid). Reaction conditions: time 6 hour. Procedure: A solution of 13.2 g (113 mmol) of (5S)-dihydro-5-(hydroxymethyl)furan-2(3H)-one in 200 ml of dimethyiformamide was treated sequentially with 9.28 g (136 mmol) of imidazole and 18.84 g (125 mmol) of chloro-t-butyldimethylsilane, the latter in several portions. The resulting solution was stirred at ambient temperature for 6 h, poured into 10% aqueous citric acid, and extracted with ethyl acetate. The organic layer was washed sequentially with two portions of water, one portion of aqueous NaHCO3 a... The reactants are CC(C)(C)OC(=O)N1CC2CN(Cc3ccccc3)CC2C1, CCO, O=C[O-], [NH4+]. Yields the product CC(C)(C)OC(=O)N1CC2CNCC2C1. Reaction SMILES: [C:1]([CH3:2])([CH3:3])([CH3:4])[O:5][C:6](=[O:7])[N:8]1[CH2:9][CH:10]2[CH2:11][N:12]([CH2:16][c:17]3[cH:18][cH:19][cH:20][cH:21][cH:22]3)[CH2:13][CH:14]2[CH2:15]1.[CH3:27][CH2:28][OH:29].[CH:23]([O-:24])=[O:25].[NH4+:26]>>[C:1]([CH3:2])([CH3:3])([CH3:4])[O:5][C:6](=[O:7])[N:8]1[CH2:9][CH:10]2[CH2:11][NH:12][CH2:13][CH:14]2[CH2:15]1.